Dataset: the Open Reaction Database (ORD), a public repository of structured organic reaction records. Task: describe an organic reaction: reactants, conditions, products, and yield The reactants are COCOC1CC2=CC=C3C4CCC(C(C)C=O)C4(C)CCC3C2(C)C(OCOC)C1, COC(=O)OC1CC2=CC=C3C4CCC(C(C)C=O)C4(C)CCC3C2(C)C(OC(=O)OC)C1. Yields the product COCOC1CC2=CC=C3C4CCC(C(C)CO)C4(C)CCC3C2(C)C(OCOC)C1. RXN SMILES: [CH3:1][O:2][CH2:3][O:4][CH:5]1[CH2:6][CH:7]([O:28][CH2:29][O:30][CH3:31])[CH2:8][C:9]2=[CH:10][CH:11]=[C:12]3[CH:13]4[CH2:14][CH2:15][CH:16]([CH:17]([CH3:18])[CH:19]=[O:20])[C:21]4([CH3:27])[CH2:22][CH2:23][CH:24]3[C:25]12[CH3:26].[CH3:32][O:33][C:34]([O:35][CH:36]1[C:37]2([CH3:38])[C:39](=[CH:40][CH:41]=[C:42]3[CH:43]2[CH2:44][CH2:45][C:46]2([CH3:47])[CH:48]3[CH2:49][CH2:50][CH:51]2[CH:52]([CH:53]=[O:54])[CH3:55])[CH2:56][CH:57]([O:58][C:59]([O:60][CH3:61])=[O:62])[CH2:63]1)=[O:64]>>[CH3:1][O:2][CH2:3][O:4][CH:5]1[CH2:6][CH:7]([O:28][CH2:29][O:30][CH3:31])[CH2:8][C:9]2=[CH:10][CH:11]=[C:12]3[CH:13]4[CH2:14][CH2:15][CH:16]([CH:17]([CH3:18])[CH2:19][OH:20])[C:21]4([CH3:27])[CH2:22][CH2:23][CH:24]3[C:25]12[CH3:26]. Reactants: C=C(C(=O)O)CC(C1=CC=CC=C1)=O (2-Methylene-4-oxo-4-phenylbutanoic acid), NN (hydrazine). The solvent is CO (methanol). The product is CC1=C(N=NC(=C1)C1=CC=CC=C1)O (4-methyl-6-phenylpyridazin-3-ol). Yield: 60.5%. RXN SMILES: [CH2:1]=[C:2]([CH2:6][C:7](=O)[C:8]1[CH:13]=[CH:12][CH:11]=[CH:10][CH:9]=1)[C:3](O)=[O:4].[NH2:15][NH2:16]>CO>[CH3:1][C:2]1[CH:6]=[C:7]([C:8]2[CH:13]=[CH:12][CH:11]=[CH:10][CH:9]=2)[N:16]=[N:15][C:3]=1[OH:4]. Reported procedure: To a stirred solution of compound 5A, (4.48 g, 23.6 mmol) in 50 mL of methanol at 35° C. under argon was added hydrazine (0.75 mL, 35.3 mmol) over 5 min The reaction mixture was then heated to reflux under argon for 2 h, as a precipitate formed. The reaction mixture was then cooled and evaporated under reduced pressure. The solid residue was slurried in isopropanol, filtered and air-dried to give 4-methyl-6-phenylpyridazin-3-ol (2.66 gm, 61%) as a yellow solid. MS [M+H]+: found 187. Starting materials: Cl.COC([C@@H](N)CCSC)=O (L-methionine methyl ester hydrochloride), O.ON1N=NC2=C1C=CC=C2 (1-hydroxybenzotriazole monohydrate), CN1CCOCC1 (N-methylmorpholine), C1(CCCCC1)N=C=NC1CCCCC1 (dicyclohexyl carbodiimide), C(C1=CC=CC=C1)(=O)N1[C@@H](CSC12CCC(CC2)C(=O)NCCC(=O)OC(C2=CC=CC=C2)=O)C(=O)O ((3R)-4-benzoyl-8-({[3-(benzoyloxy)-3-oxopropyl]-amino}carbonyl)-1-thia-4-azaspiro[4.5]decane-3-carboxylic acid). Run in O1CCCC1 (tetrahydrofuran). Conditions: time 30 minute. The product is C(C1=CC=CC=C1)(=O)N1[C@@H](CSC12CCC(CC2)C(=O)NCCC(=O)OCC2=CC=CC=C2)C(=O)N[C@H](C(=O)OC)CCSC (methyl (2S)-2-({[(3R)-4-benzoyl-8-({[3-(benzyloxy)-3-oxopropyl]amino}carbonyl)-1-thia-4-azaspiro[4.5]decan-3-yl]carbonyl}amino)-4-(methylthio)butyrate). Isolated yield 82.7%. Reaction SMILES: [C:1]([N:9]1[C:13]2([CH2:18][CH2:17][CH:16]([C:19]([NH:21][CH2:22][CH2:23][C:24]([O:26][C:27](=O)[C:28]3[CH:33]=[CH:32][CH:31]=[CH:30][CH:29]=3)=[O:25])=[O:20])[CH2:15][CH2:14]2)[S:12][CH2:11][C@H:10]1[C:35](O)=[O:36])(=[O:8])[C:2]1[CH:7]=[CH:6][CH:5]=[CH:4][CH:3]=1.Cl.[CH3:39][O:40][C:41](=[O:48])[C@H:42]([CH2:44][CH2:45][S:46][CH3:47])[NH2:43].O.ON1C2C=CC=CC=2N=N1.CN1CCOCC1.C1(N=C=NC2CCCCC2)CCCCC1>O1CCCC1>[C:1]([N:9]1[C:13]2([CH2:14][CH2:15][CH:16]([C:19]([NH:21][CH2:22][CH2:23][C:24]([O:26][CH2:27][C:28]3[CH:33]=[CH:32][CH:31]=[CH:30][CH:29]=3)=[O:25])=[O:20])[CH2:17][CH2:18]2)[S:12][CH2:11][C@H:10]1[C:35]([NH:43][C@@H:42]([CH2:44][CH2:45][S:46][CH3:47])[C:41]([O:40][CH3:39])=[O:48])=[O:36])(=[O:8])[C:2]1[CH:3]=[CH:4][CH:5]=[CH:6][CH:7]=1 |f:1.2,3.4|. Procedure details: In 9 ml of anhydrous tetrahydrofuran was dissolved 0.60 g of (3R)-4-benzoyl-8-({[3-(benzoyloxy)-3-oxopropyl]-amino}carbonyl)-1-thia-4-azaspiro[4.5]decane-3-carboxylic acid. At 0-5° C., 0.26 g of L-methionine methyl ester hydrochloride, 0.19 g of 1-hydroxybenzotriazole monohydrate and 0.14 ml of N-methylmorpholine were successively added. After stirring the mixture at the same temperature as above for 30 minutes, 0.27 g of dicyclohexyl carbodiimide was added and the resulting mixture was stirred ... The reactants are Cl.O1CCOCC1 (HCl dioxane), C=1(C(=CC=CC1)C(=O)CN1C(C(CN(C2=C1C=CC=C2)C(C(C)(C)C)=O)NC(=O)OC(C)(C)C)=O)C (1-(2-toluoylmethyl)-2-oxo-3-tert-butoxycarbonylamino-5-pivaloyl-1,3,4,5-tetrahydro-2H-1,5-benzodiazepine). Solvent: C(C)O (ethanol). Conditions: temperature 50 celsius, time 30 minute. Yields the product C=1(C(=CC=CC1)C(=O)CN1C(C(CN(C2=C1C=CC=C2)C(C(C)(C)C)=O)N)=O)C (1-(2-toluoylmethyl)-2-oxo-3-amino-5-pivaloyl-1,3,4,5-tetrahydro-2H-1,5-benzodiazepine). The yield is 95.5%. RXN SMILES: Cl.O1CCOCC1.[C:8]1([CH3:43])[C:9]([C:14]([CH2:16][N:17]2[C:23]3[CH:24]=[CH:25][CH:26]=[CH:27][C:22]=3[N:21]([C:28](=[O:33])[C:29]([CH3:32])([CH3:31])[CH3:30])[CH2:20][CH:19]([NH:34]C(OC(C)(C)C)=O)[C:18]2=[O:42])=[O:15])=[CH:10][CH:11]=[CH:12][CH:13]=1>C(O)C>[C:8]1([CH3:43])[C:9]([C:14]([CH2:16][N:17]2[C:23]3[CH:24]=[CH:25][CH:26]=[CH:27][C:22]=3[N:21]([C:28](=[O:33])[C:29]([CH3:31])([CH3:32])[CH3:30])[CH2:20][CH:19]([NH2:34])[C:18]2=[O:42])=[O:15])=[CH:10][CH:11]=[CH:12][CH:13]=1 |f:0.1|. Procedure: 4N HCl-dioxane solution (5 ml) was added to 1-(2-toluoylmethyl)-2-oxo-3-tert-butoxycarbonylamino-5-pivaloyl-1,3,4,5-tetrahydro-2H-1,5-benzodiazepine (540 mg) in ethanol (5 ml), and the mixture was stirred at 50° C. for 30 minutes. The reaction mixture was concentrated under reduced pressure, and saturated aqueous sodium bicarbonate solution was added to the residue, followed by extraction with methylene chloride. The extract was dried over anhydrous sodium sulfate, to thereby obtain 411 mg of th... Starting materials: [OH-].[K+] (potassium hydroxide), FC=1C(NC(N([C@H]2C[C@H](O)[C@@H](CO)O2)C1)=O)=O (2'-deoxy-5-fluorouridine), C1(=CC=CC2=CC=CC=C12)CBr (1-naphthylmethyl bromide). The product is FC=1C(NC(N([C@H]2C[C@H](OCC3=CC=CC4=CC=CC=C34)[C@@H](CO)O2)C1)=O)=O (2'-deoxy-5-fluoro-3'-O-(1-naphthylmethyl)uridine). Isolated yield 17.8%. RXN SMILES: [OH-].[K+].[F:3][C:4]1[C:5](=[O:19])[NH:6][C:7](=[O:18])[N:8]([CH:17]=1)[C@@H:9]1[O:16][C@H:13]([CH2:14][OH:15])[C@@H:11]([OH:12])[CH2:10]1.[C:20]1([CH2:30]Br)[C:29]2[C:24](=[CH:25][CH:26]=[CH:27][CH:28]=2)[CH:23]=[CH:22][CH:21]=1>>[F:3][C:4]1[C:5](=[O:19])[NH:6][C:7](=[O:18])[N:8]([CH:17]=1)[C@@H:9]1[O:16][C@H:13]([CH2:14][OH:15])[C@@H:11]([O:12][CH2:30][C:20]2[C:29]3[C:24](=[CH:25][CH:26]=[CH:27][CH:28]=3)[CH:23]=[CH:22][CH:21]=2)[CH2:10]1 |f:0.1|. Reported procedure: The general procedures of Reference Examples 4 and 5 were followed using 1.3 g of potassium hydroxide, 1.00 g of 2'-deoxy-5-fluorouridine and 2.7 g of 1-naphthylmethyl bromide, thereby producing 0.28 g of the title compound in a yield of 18%.